Dataset: the Open Reaction Database (ORD), a public repository of structured organic reaction records. Task: describe an organic reaction: reactants, conditions, products, and yield The reactants are [OH-].[Na+] (NaOH), [H-].[H-].[H-].[H-].[Li+].[Al+3] (LiAlH4), tetra-n-butylammonium fluoride SiO2, C(C1=CC=CC=C1)C1(CCN(CC1)CC(=O)NC1=CC=C(C=C1)O[Si](C)(C)C(C)(C)C)O (2-(4-Benzyl-4-hydroxy-piperidin-1-yl)-N-[4-(tert-butyl-dimethyl-silanyloxy)-phenyl)-acetamide), Cl (HCl). Solvent: O (H2O), O (H2O), C1CCOC1 (THF), C1CCOC1 (THF), CO (MeOH). Conditions: temperature 0 celsius, time 20 hour. Yields the product Cl.C(C1=CC=CC=C1)C1(CCN(CC1)CCNC1=CC=C(C=C1)O)O (4-Benzyl-1-[2-(4-hydroxy-phenylamino)-ethyl]-piperidin-4-ol hydrochloride). Yield: 5.3%. Reaction SMILES: [CH2:1]([C:8]1([OH:32])[CH2:13][CH2:12][N:11]([CH2:14][C:15]([NH:17][C:18]2[CH:23]=[CH:22][C:21]([O:24][Si](C(C)(C)C)(C)C)=[CH:20][CH:19]=2)=O)[CH2:10][CH2:9]1)[C:2]1[CH:7]=[CH:6][CH:5]=[CH:4][CH:3]=1.[H-].[H-].[H-].[H-].[Li+].[Al+3].[OH-].[Na+].[ClH:41]>C1COCC1.CO.O>[ClH:41].[CH2:1]([C:8]1([OH:32])[CH2:9][CH2:10][N:11]([CH2:14][CH2:15][NH:17][C:18]2[CH:23]=[CH:22][C:21]([OH:24])=[CH:20][CH:19]=2)[CH2:12][CH2:13]1)[C:2]1[CH:7]=[CH:6][CH:5]=[CH:4][CH:3]=1 |f:1.2.3.4.5.6,7.8,13.14|. Procedure details: A solution of 2-(4-Benzyl-4-hydroxy-piperidin-1-yl)-N-[4-(tert-butyl-dimethyl-silanyloxy)-phenyl)-acetamide (0.97 g, 2.13 mmol) in THF (5 ml) was added dropwise to a room temperature suspension of LiAlH4 (0.162 g, 4.26 mmol) in THF (5 ml). After 20 hours at room temperature, the reaction mixture was refluxed during 3 hours. The reaction mixture was cooled to 0° C., and treated successively with H2O (0.2 ml), 5N NaOH (0.2 ml) and H2O (0.6 ml). After evaporation of THF, the resulting solid was fil... Reactants: C(C)(C)(C)NCC=1C(=C(C=C(C1)C1=CC(=C(C=C1)C(F)(F)F)Cl)C1=CC(=C(C=C1)C(F)(F)F)Cl)O (5′-((tert-Butylamino)methyl)-3,3″-dichloro-4,4″-bis(trifluoromethyl)-[1,1′:3′,1″-terphenyl]-4′-ol), BrC1=C(C(C=O)=CC(=C1)Br)O (3,5-dibromosalicylaldehyde), ClC=1C=C(C=CC1C(F)(F)F)B(O)O (3-chloro-4-(trifluoromethyl)phenylboronic acid). As a reaction SMILES: C(N[CH2:6][C:7]1[C:8]([OH:35])=[C:9]([C:24]2[CH:29]=[CH:28][C:27]([C:30]([F:33])([F:32])[F:31])=[C:26]([Cl:34])[CH:25]=2)[CH:10]=[C:11]([C:13]2[CH:18]=[CH:17][C:16]([C:19]([F:22])([F:21])[F:20])=[C:15]([Cl:23])[CH:14]=2)[CH:12]=1)(C)(C)C.BrC1C=C(Br)C=C(C=[O:41])C=1O.ClC1C=C(B(O)O)C=CC=1C(F)(F)F>>[Cl:23][C:15]1[CH:14]=[C:13]([C:11]2[CH:12]=[C:7]([CH:6]=[O:41])[C:8]([OH:35])=[C:9]([C:24]3[CH:29]=[CH:28][C:27]([C:30]([F:31])([F:33])[F:32])=[C:26]([Cl:34])[CH:25]=3)[CH:10]=2)[CH:18]=[CH:17][C:16]=1[C:19]([F:22])([F:21])[F:20]. The product is ClC=1C=C(C=CC1C(F)(F)F)C1=CC(=C(C(=C1)C=O)O)C1=CC(=C(C=C1)C(F)(F)F)Cl (3,3″-Dichloro-4′-hydroxy-4,4″-bis(trifluoromethyl)-[1,1′:3′,1″-terphenyl]-5′-carbaldehyde). Procedure details: 3,3″-Dichloro-4′-hydroxy-4,4″-bis(trifluoromethyl)-[1,1′:3′,1″-terphenyl]-5′-carbaldehyde was prepared using the procedure described in Intermediate 5 from 3,5-dibromosalicylaldehyde and 3-chloro-4-(trifluoromethyl)phenylboronic acid. Reactants: ClC1=C(C(=C(C=C1OC)OC)Cl)C1=CC2=C(C=N1)C(=NN2)C=2C=NN(C2)CC(=O)O ({4-[6-(2,6-dichloro-3,5-dimethoxyphenyl)-1H-pyrazolo[4,3-c]pyridin-3-yl]-1H-pyrazol-1-yl}acetic acid), CNC (dimethylamine). The solvent is C1CCOC1 (THF). Yields the product ClC1=C(C(=C(C=C1OC)OC)Cl)C1=CC2=C(C=N1)C(=NN2)C=2C=NN(C2)CC(=O)N(C)C (2-{4-[6-(2,6-Dichloro-3,5-dimethoxyphenyl)-1H-pyrazolo[4,3-c]pyridin-3-yl]-1H-pyrazol-1-yl}-N,N-dimethylacetamide). RXN SMILES: [Cl:1][C:2]1[C:7]([O:8][CH3:9])=[CH:6][C:5]([O:10][CH3:11])=[C:4]([Cl:12])[C:3]=1[C:13]1[N:18]=[CH:17][C:16]2[C:19]([C:22]3[CH:23]=[N:24][N:25]([CH2:27][C:28](O)=[O:29])[CH:26]=3)=[N:20][NH:21][C:15]=2[CH:14]=1.[CH3:31][NH:32][CH3:33]>C1COCC1>[Cl:1][C:2]1[C:7]([O:8][CH3:9])=[CH:6][C:5]([O:10][CH3:11])=[C:4]([Cl:12])[C:3]=1[C:13]1[N:18]=[CH:17][C:16]2[C:19]([C:22]3[CH:23]=[N:24][N:25]([CH2:27][C:28]([N:32]([CH3:33])[CH3:31])=[O:29])[CH:26]=3)=[N:20][NH:21][C:15]=2[CH:14]=1. Reported procedure: This compound was prepared by using procedures analogous to those described for the synthesis of Example 36, Step 2, starting from {4-[6-(2,6-dichloro-3,5-dimethoxyphenyl)-1H-pyrazolo[4,3-c]pyridin-3-yl]-1H-pyrazol-1-yl}acetic acid and 2.0 M dimethylamine in THF. LCMS (M+H)+=475.0/477.0. Solvent: C(C)(=O)O (acetic acid), C(C)(=O)O (acetic acid). Run at time 2 hour. Reactants: C(C)(C)(C)C=1C=C(C=CC1)O (3-tert-butylphenol), [N+](=O)(O)[O-] (nitric acid), ice water. Reaction SMILES: [C:1]([C:5]1[CH:6]=[C:7]([OH:11])[CH:8]=[CH:9][CH:10]=1)([CH3:4])([CH3:3])[CH3:2].[N+:12]([O-])([OH:14])=[O:13]>C(O)(=O)C>[C:1]([C:5]1[CH:10]=[CH:9][C:8]([N+:12]([O-:14])=[O:13])=[C:7]([OH:11])[CH:6]=1)([CH3:4])([CH3:2])[CH3:3]. Product: C(C)(C)(C)C=1C=CC(=C(C1)O)[N+](=O)[O-] (5-tert-butyl-2-nitrophenol). Yield: 28.0%. Procedure details: To a mixture of 5 g of 3-tert-butylphenol and 30 ml of acetic acid, a mixture of 3.0 g of 70% nitric acid and 10 ml of acetic acid was added dropwise with the temperature kept at 10-15° C. and stirred for two hours. The reaction mixture was poured into ice water and extracted with ethyl acetate twice. The combined organic layers were washed with water, a saturated aqueous solution of sodium hydrogencarbonate and a saturated sodium chloride solution, dried over magnesium sulfate, and then concent...